This data is from the Open Reaction Database (ORD), a public repository of structured organic reaction records. The task is: describe an organic reaction: reactants, conditions, products, and yield Starting materials: FC(C(=O)O)(F)F (trifluoroacetic acid), [N+](=O)([O-])C=1C=CC(=NC1)C=C (5-nitro-2-vinyl-pyridine), C(C1=CC=CC=C1)N(C[Si](C)(C)C)COC (N-benzyl-N-(methoxymethyl)-N-trimethylsilylmethylamine). Solvent: ClCCl (dichloromethane). Reaction conditions: time 1 hour. Yields the product C(C1=CC=CC=C1)N1CC(CC1)C1=NC=C(C=C1)[N+](=O)[O-] (2-(1-Benzyl-pyrrolidin-3-yl)-5-nitro-pyridine). Yield: 65.7%. As a reaction SMILES: [N+:1]([C:4]1[CH:5]=[CH:6][C:7]([CH:10]=[CH2:11])=[N:8][CH:9]=1)([O-:3])=[O:2].FC(F)(F)C(O)=O.[CH2:19]([N:26]([CH2:32]OC)[CH2:27][Si](C)(C)C)[C:20]1[CH:25]=[CH:24][CH:23]=[CH:22][CH:21]=1>ClCCl>[CH2:19]([N:26]1[CH2:32][CH2:11][CH:10]([C:7]2[CH:6]=[CH:5][C:4]([N+:1]([O-:3])=[O:2])=[CH:9][N:8]=2)[CH2:27]1)[C:20]1[CH:25]=[CH:24][CH:23]=[CH:22][CH:21]=1. Procedure details: 0.15 g of 5-nitro-2-vinyl-pyridine were dissolved in 2.5 ml of dichloromethane, 0.149 g of trifluoroacetic acid (1.31 mmol) were added, followed by slow addition of 0.928 g of N-benzyl-N-(methoxymethyl)-N-trimethylsilylmethylamine (3.91 mmol). Stirring was continued at room temperature for 1 h, before the reaction mixture was washed with aqueous sodium hydrogencarbonate, the aqueous layer reextracted with dichloromethane, the organic layers combined, dried over magnesium sulfate, filtered, and t... Starting materials: BrC=1N=C(C=2N(C1)C=CN2)Br (6,8-dibromoimidazo[1,2-a]pyrazine), CN1CCC(CC1)C1=CC=C(C=C1)N (4-(1-methylpiperidin-4-yl)benzenamine), CC1(C2CCC1(C(=O)C2)CS(=O)(=O)O)C (CSA). Solvent: CC(C)O (iPrOH). The product is BrC=1N=C(C=2N(C1)C=CN2)NC2=CC=C(C=C2)C2CCN(CC2)C ((6-Bromo-imidazo[1,2-a]pyrazin-8-yl)-[4-(1-methyl-piperidin-4-yl)-phenyl]-amine). Yield: 57.5%. RXN SMILES: [Br:1][C:2]1[N:3]=[C:4](Br)[C:5]2[N:6]([CH:8]=[CH:9][N:10]=2)[CH:7]=1.[CH3:12][N:13]1[CH2:18][CH2:17][CH:16]([C:19]2[CH:24]=[CH:23][C:22]([NH2:25])=[CH:21][CH:20]=2)[CH2:15][CH2:14]1.CC1(C)C2(CS(O)(=O)=O)C(CC1CC2)=O>CC(O)C>[Br:1][C:2]1[N:3]=[C:4]([NH:25][C:22]2[CH:23]=[CH:24][C:19]([CH:16]3[CH2:15][CH2:14][N:13]([CH3:12])[CH2:18][CH2:17]3)=[CH:20][CH:21]=2)[C:5]2[N:6]([CH:8]=[CH:9][N:10]=2)[CH:7]=1. Procedure: A solution of 6,8-dibromoimidazo[1,2-a]pyrazine (500 mg, 1.8 mmol), 4-(1-methylpiperidin-4-yl)benzenamine (376 mg, 1.98 mmol) and CSA (356 mg, 1.53 mmol) in iPrOH (30 mL) was stirred at 90° C. overnight. The solvent was evaporated. The residue was dissolved in DCM (30 mL), NaHCO3 solution (10 mL) was added to adjust pH=8. The organic layer was dried over Na2SO4 and evaporated. The residue was purified through a silica-gel column (ethyl acetate:petroleum ether=1:1) to afford the desired product a... Reactants: COc1cc2nccc(Oc3ccc(N)c(C)c3)c2cc1OC, Cc1ccc(C(=O)N=C=S)cc1, Cc1ccccc1, CCO. Product: COc1cc2nccc(Oc3ccc(NC(=S)NC(=O)c4ccc(C)cc4)c(C)c3)c2cc1OC. Reaction SMILES: [CH3:13][O:14][c:15]1[cH:16][c:17]2[c:18]([O:27][c:28]3[cH:29][c:30]([CH3:35])[c:31]([NH2:32])[cH:33][cH:34]3)[cH:19][cH:20][n:21][c:22]2[cH:23][c:24]1[O:25][CH3:26].[CH3:1][c:2]1[cH:3][cH:4][c:5]([C:8](=[O:9])[N:10]=[C:11]=[S:12])[cH:6][cH:7]1.[CH3:36][c:37]1[cH:38][cH:39][cH:40][cH:41][cH:42]1.[CH3:43][CH2:44][OH:45]>>[CH3:1][c:2]1[cH:3][cH:4][c:5]([C:8](=[O:9])[NH:10][C:11](=[S:12])[NH:32][c:31]2[c:30]([CH3:35])[cH:29][c:28]([O:27][c:18]3[c:17]4[cH:16][c:15]([O:14][CH3:13])[c:24]([O:25][CH3:26])[cH:23][c:22]4[n:21][cH:20][cH:19]3)[cH:34][cH:33]2)[cH:6][cH:7]1.